From a dataset of the Open Reaction Database (ORD), a public repository of structured organic reaction records. describe an organic reaction: reactants, conditions, products, and yield Yield: 105.9%. Product: CN1N=CC(=C1C(NC1=CC=2N(C=C1)N=C(N2)N2CCCC2)=O)C(=O)O (1-methyl-5-(2-pyrrolidin-1-yl-[1,2,4]triazolo[1,5-a]pyridin-7-ylcarbamoyl)-1H-pyrazole-4-carboxylic acid). Run at temperature 25 celsius, time 2.5 day. Starting materials: CN1N=CC(=C1C(NC1=CC=2N(C=C1)N=C(N2)N2CCCC2)=O)C(=O)OCC (ethyl 1-methyl-5-(2-(pyrrolidin-1-yl)-[1,2,4]triazolo[1,5-a]pyridin-7-ylcarbamoyl)-1H-pyrazole-4-carboxylate), O.[OH-].[Li+] (lithium hydroxide hydrate). Procedure: A mixture of ethyl 1-methyl-5-(2-(pyrrolidin-1-yl)-[1,2,4]triazolo[1,5-a]pyridin-7-ylcarbamoyl)-1H-pyrazole-4-carboxylate (322 mg, 840 μmol) and lithium hydroxide hydrate (141 mg, 3.36 mmol) in methanol (20 ml) and water (5 ml) was stirred for 2.5 days at 25° C. The solvent was evaporated, the residue was acidified with hydrochloric acid 37% to pH=0, the precipitated solid was filtered off, washed with water and dried affording 1-methyl-5-(2-pyrrolidin-1-yl-[1,2,4]triazolo[1,5-a]pyridin-7-ylcarb... Solvent: CO (methanol), O (water). RXN SMILES: [CH3:1][N:2]1[C:6]([C:7](=[O:23])[NH:8][C:9]2[CH:14]=[CH:13][N:12]3[N:15]=[C:16]([N:18]4[CH2:22][CH2:21][CH2:20][CH2:19]4)[N:17]=[C:11]3[CH:10]=2)=[C:5]([C:24]([O:26]CC)=[O:25])[CH:4]=[N:3]1.O.[OH-].[Li+]>CO.O>[CH3:1][N:2]1[C:6]([C:7](=[O:23])[NH:8][C:9]2[CH:14]=[CH:13][N:12]3[N:15]=[C:16]([N:18]4[CH2:19][CH2:20][CH2:21][CH2:22]4)[N:17]=[C:11]3[CH:10]=2)=[C:5]([C:24]([OH:26])=[O:25])[CH:4]=[N:3]1 |f:1.2.3|. Starting materials: ( 28 ), COC(=O)C1(C[C@H](C([C@@H](C1)O[Si](C)(C)C(C)(C)C)=C)O[Si](C)(C)C(C)(C)C)O ((3R,5R)-3,5-Bis[(tert-butyldimethylsilyl)oxy]-1-hydroxy-4-methylenecyclohexanecarboxylic Acid Methyl Ester), C1CCOC1 (THF), ( 11 ), diol, ( 100 ). Run at time 6 hour. Yields the product [Si](C)(C)(C(C)(C)C)O[C@@H]1CC(C[C@H](C1=C)O[Si](C)(C)C(C)(C)C)(O)CO ([(3R,5R)-3,5-Bis[(tert-butyldimethylsilyl)oxy]-1-hydroxy-4-methylenecyclohexyl]methanol). RXN SMILES: C[O:2][C:3]([C:5]1([OH:28])[CH2:10][C@@H:9]([O:11][Si:12]([C:15]([CH3:18])([CH3:17])[CH3:16])([CH3:14])[CH3:13])[C:8](=[CH2:19])[C@H:7]([O:20][Si:21]([C:24]([CH3:27])([CH3:26])[CH3:25])([CH3:23])[CH3:22])[CH2:6]1)=O.C1COCC1>>[Si:12]([O:11][C@H:9]1[C:8](=[CH2:19])[C@H:7]([O:20][Si:21]([C:24]([CH3:27])([CH3:26])[CH3:25])([CH3:23])[CH3:22])[CH2:6][C:5]([CH2:3][OH:2])([OH:28])[CH2:10]1)([C:15]([CH3:17])([CH3:18])[CH3:16])([CH3:14])[CH3:13]. Procedure: (i) To a stirred solution of the ester 3 (90 mg, 0.21 mmol) in anhydrous THF (8 mL) lithium aluminum hydride (60 mg, 1.6 mmol) was added at 0° C. under argon. The cooling bath was removed after 1 h and the stirring was continued at 6° C. for 12 h and at room temperature for 6 h. The excess of the reagent was decomposed with saturated aq. Na2SO4, and the mixture was extracted with ethyl acetate and ether, dried (MgSO4) and evaporated. Flash chromatography of the residue with hexane/ethyl acetate ... The reactants are NC1(CCC1)C1=CC=C(C=C1)C1=C(OC2=CC=C(C=C2C1=O)F)C1=CC=CC=C1 (3-[4-(1-amino-cyclobutyl)-phenyl]-6-fluoro-2-phenyl-chromen-4-one), C(C)(C)(C)OC(NC1(CCC1)C1=CC=C(C=C1)C1=C(OC2=C(C=CC=C2C1=O)C=1C(=NNC1)C(F)(F)F)C1=CC=CC=C1)=O ((1-{4-[4-oxo-2-phenyl-8-(3-trifluoromethyl-1H-pyrazol-4-yl)-4H-chromen-3-yl]-phenyl}-cyclobutyl)-carbamic acid tert-butyl ester). The product is NC1(CCC1)C1=CC=C(C=C1)C1=C(OC2=C(C=CC=C2C1=O)C=1C(=NNC1)C(F)(F)F)C1=CC=CC=C1 (3-[4-(1-Amino-cyclobutyl)-phenyl]-2-phenyl-8-(3-trifluoromethyl-1H-pyrazol-4-yl)-chromen-4-one). The yield is 28.0%. RXN SMILES: NC1(C2C=CC(C3C(=O)C4C(=CC=C(F)C=4)OC=3C3C=CC=CC=3)=CC=2)CCC1.C(OC(=O)[NH:36][C:37]1([C:41]2[CH:46]=[CH:45][C:44]([C:47]3[C:56](=[O:57])[C:55]4[C:50](=[C:51]([C:58]5[C:59]([C:63]([F:66])([F:65])[F:64])=[N:60][NH:61][CH:62]=5)[CH:52]=[CH:53][CH:54]=4)[O:49][C:48]=3[C:67]3[CH:72]=[CH:71][CH:70]=[CH:69][CH:68]=3)=[CH:43][CH:42]=2)[CH2:40][CH2:39][CH2:38]1)(C)(C)C>>[NH2:36][C:37]1([C:41]2[CH:46]=[CH:45][C:44]([C:47]3[C:56](=[O:57])[C:55]4[C:50](=[C:51]([C:58]5[C:59]([C:63]([F:66])([F:65])[F:64])=[N:60][NH:61][CH:62]=5)[CH:52]=[CH:53][CH:54]=4)[O:49][C:48]=3[C:67]3[CH:68]=[CH:69][CH:70]=[CH:71][CH:72]=3)=[CH:43][CH:42]=2)[CH2:38][CH2:39][CH2:40]1. Reported procedure: Following the procedure of 3-[4-(1-amino-cyclobutyl)-phenyl]-6-fluoro-2-phenyl-chromen-4-one, (1-{4-[4-oxo-2-phenyl-8-(3-trifluoromethyl-1H-pyrazol-4-yl)-4H-chromen-3-yl]-phenyl}-cyclobutyl)-carbamic acid tert-butyl ester was reacted to give the title compound as a white solid (8 mg, 28%). 1H NMR (400 MHz, CDCl3): δ 8.31 (s, 1H), 8.11 (dd, J=8.1 and 1.8 Hz, 1H), 7.74 (dd, J=7.4 and 1.6 Hz, 1H), 7.54 (t, J=7.9 Hz, 1H), 7.36-7.27 (m, 3H), 7.26-7.18 (m, 4H), 7.08 (d, J=8.4 Hz, 2H), 3.27 (bs, 3H), 2... The reactants are BrC=1C=C(C(N(C1)C)=O)NC1=CC=C(C=N1)N1CCN(CC1)C(=O)OC(C)(C)C (tert-Butyl 4-(6-(5-Bromo-1-methyl-2-oxo-1,2-dihydropyridin-3-ylamino)pyridin-3-yl)piperazine-1-carboxylate), C(C)(=O)OCC1=C(C=CC=C1B1OC(C(O1)(C)C)(C)C)N1C(C=2N(C=3CCCCC3C2)CC1)=O (2-(2-(Acetoxymethyl)-3-(4,4,5,5-tetramethyl-1,3,2-dioxaborolan-2-yl)phenyl)-3,4,6,7,8,9-hexahydropyrazino[1,2-a]indol-1(2H)-one), C(=O)([O-])[O-].[Na+].[Na+] (Na2CO3), COCCOC (1,2-dimethoxyethane). Reagents/catalysts: C=1C=CC(=CC1)[P](C=2C=CC=CC2)(C=3C=CC=CC3)[Pd]([P](C=4C=CC=CC4)(C=5C=CC=CC5)C=6C=CC=CC6)([P](C=7C=CC=CC7)(C=8C=CC=CC8)C=9C=CC=CC9)[P](C=1C=CC=CC1)(C=1C=CC=CC1)C=1C=CC=CC1 (Pd(PPh3)4). Solvent: C(Cl)Cl (Methylene chloride). Product: C(C)(=O)OCC1=C(C=CC=C1N1C(C=2N(C=3CCCCC3C2)CC1)=O)C=1C=C(C(N(C1)C)=O)NC1=CC=C(C=N1)N1CCN(CC1)C(=O)OC(C)(C)C (tert-Butyl 4-(6-(5-(2-(Acetoxymethyl)-3-(1-oxo-3,4,6,7,8,9-hexa-hydropyrazino[1,2-a]indol-2(1H)-yl)phenyl)-1-methyl-2-oxo-1,2-dihydropyridin-3-ylamino)pyridin-3-yl)piperazine-1-carboxylate). As a reaction SMILES: Br[C:2]1[CH:3]=[C:4]([NH:10][C:11]2[N:16]=[CH:15][C:14]([N:17]3[CH2:22][CH2:21][N:20]([C:23]([O:25][C:26]([CH3:29])([CH3:28])[CH3:27])=[O:24])[CH2:19][CH2:18]3)=[CH:13][CH:12]=2)[C:5](=[O:9])[N:6]([CH3:8])[CH:7]=1.[C:30]([O:33][CH2:34][C:35]1[C:40](B2OC(C)(C)C(C)(C)O2)=[CH:39][CH:38]=[CH:37][C:36]=1[N:50]1[CH2:62][CH2:61][N:53]2[C:54]3[CH2:55][CH2:56][CH2:57][CH2:58][C:59]=3[CH:60]=[C:52]2[C:51]1=[O:63])(=[O:32])[CH3:31].C([O-])([O-])=O.[Na+].[Na+].COCCOC>C1C=CC([P]([Pd]([P](C2C=CC=CC=2)(C2C=CC=CC=2)C2C=CC=CC=2)([P](C2C=CC=CC=2)(C2C=CC=CC=2)C2C=CC=CC=2)[P](C2C=CC=CC=2)(C2C=CC=CC=2)C2C=CC=CC=2)(C2C=CC=CC=2)C2C=CC=CC=2)=CC=1.C(Cl)Cl>[C:30]([O:33][CH2:34][C:35]1[C:36]([N:50]2[CH2:62][CH2:61][N:53]3[C:54]4[CH2:55][CH2:56][CH2:57][CH2:58][C:59]=4[CH:60]=[C:52]3[C:51]2=[O:63])=[CH:37][CH:38]=[CH:39][C:40]=1[C:2]1[CH:3]=[C:4]([NH:10][C:11]2[N:16]=[CH:15][C:14]([N:17]3[CH2:22][CH2:21][N:20]([C:23]([O:25][C:26]([CH3:29])([CH3:28])[CH3:27])=[O:24])[CH2:19][CH2:18]3)=[CH:13][CH:12]=2)[C:5](=[O:9])[N:6]([CH3:8])[CH:7]=1)(=[O:32])[CH3:31] |f:2.3.4,^1:79,81,100,119|. Procedure details: To a microwave tube equipped with a stirring bar, 301a (500 mg, 1.077 mmol), 2-(2-(hydroxymethyl)-3-(4,4,5,5-tetramethyl-1,3,2-dioxaborolan-2-yl)phenyl)-3,4,6,7,8,9-hexahydropyrazino[1,2-a]indol-1(2H)-one 114a (546 mg, 1.292 mmol), Pd(PPh3)4 (62 mg, 0.054 mmol), Na2CO3 aqueous solution (1.0 N, 3.55 mL, 3.55 mmol), 1,2-dimethoxyethane (4.3 mL) were added. The mixture was reacted in microwave at 130° C. for 10 min. Methylene chloride (200 mL) was added and the resulting mixture was washed with wat... Reagents/catalysts: C=1C=CC(=CC1)[P](C=2C=CC=CC2)(C=3C=CC=CC3)[Pd]([P](C=4C=CC=CC4)(C=5C=CC=CC5)C=6C=CC=CC6)([P](C=7C=CC=CC7)(C=8C=CC=CC8)C=9C=CC=CC9)[P](C=1C=CC=CC1)(C=1C=CC=CC1)C=1C=CC=CC1 (tetrakis(triphenylphosphine)palladium). Product: C1(=CC=CC=C1)[C@@H](CC)N1C(NC=2C1=NC(=CN2)C2=C1C=CC=NC1=CC=C2)=O ((R)-1-(1-PHENYLPROPYL)-6-(Quinolin-5-YL)-1H-IMIDAZO[4,5-B]PYRAZIN-2(3H)-ONE). Starting materials: C1(=CC=CC=C1)[C@@H](CC)NC1=NC(=CN=C1N)C1=C2C=CC=NC2=CC=C1 ((R)-N2-(1-phenylpropyl)-6-(quinolin-5-yl)pyrazine-2,3-diamine), BrC1=CN=C(C(=N1)N[C@H](CC)C1=CC=CC=C1)N ((R)-6-Bromo-N2-(1-phenylpropyl)pyrazine-2,3-diamine), N1=CC=CC=2C(=CC=CC12)B(O)O (quinoline-5-boronic acid), C([O-])([O-])=O.[K+].[K+] (potassium carbonate). Run in CN(C=O)C (dimethylformamide), O (water). The yield is 93.0%. Procedure: (R)-N2-(1-phenylpropyl)-6-(quinolin-5-yl)pyrazine-2,3-diamine. (R)-6-Bromo-N2-(1-phenylpropyl)pyrazine-2,3-diamine (0.440 g, 1.43 mmol), quinoline-5-boronic acid (0.273 g, 1.58 mmol), tetrakis(triphenylphosphine)palladium (0.165 g, 0.143 mmol), potassium carbonate (0.789 g, 5.72 mmol), water (8 mL) and dimethylformamide (30 mL) were reacted according to General Procedure B. The crude was purified via Biotage silica gel chromatography (0-10% methanol/dichloromethane, 40S column) to afford the tit... Reaction SMILES: [C:1]1([C@H:7]([NH:10][C:11]2[C:16]([NH2:17])=[N:15][CH:14]=[C:13]([C:18]3[CH:27]=[CH:26][CH:25]=[C:24]4[C:19]=3[CH:20]=[CH:21][CH:22]=[N:23]4)[N:12]=2)[CH2:8][CH3:9])[CH:6]=[CH:5][CH:4]=[CH:3][CH:2]=1.BrC1N=C(N[C@@H](C2C=CC=CC=2)CC)C(N)=NC=1.N1C2C=CC=C(B(O)O)C=2C=CC=1.[C:59](=O)([O-])[O-:60].[K+].[K+]>C1C=CC([P]([Pd]([P](C2C=CC=CC=2)(C2C=CC=CC=2)C2C=CC=CC=2)([P](C2C=CC=CC=2)(C2C=CC=CC=2)C2C=CC=CC=2)[P](C2C=CC=CC=2)(C2C=CC=CC=2)C2C=CC=CC=2)(C2C=CC=CC=2)C2C=CC=CC=2)=CC=1.CN(C)C=O.O>[C:1]1([C@H:7]([N:10]2[C:11]3=[N:12][C:13]([C:18]4[CH:27]=[CH:26][CH:25]=[C:24]5[C:19]=4[CH:20]=[CH:21][CH:22]=[N:23]5)=[CH:14][N:15]=[C:16]3[NH:17][C:59]2=[O:60])[CH2:8][CH3:9])[CH:2]=[CH:3][CH:4]=[CH:5][CH:6]=1 |f:3.4.5,^1:68,70,89,108|. Run at temperature 25 celsius. The product is C(C)(=O)N1C(C(CC1)CC)(C(=O)OCC)C(=O)OCC (Diethyl 1-acetyl-3-ethylpyrrolidine-2,2-dicarboxylate). The reactants are C(C)(=O)N1C(C(CC1O)CC)(C(=O)OCC)C(=O)OCC (diethyl 1-acetyl-5-hydroxy-3-ethyl-pyrrolidine-2,2-dicarboxylate), C(C)[SiH](CC)CC (triethylsilane), FC(C(=O)O)(F)F (trifluoroacetic acid). Procedure details: To a solution of diethyl 1-acetyl-5-hydroxy-3-ethyl-pyrrolidine-2,2-dicarboxylate (287 g, 0.95 mol) and triethylsilane (228 mL, 1.43 mol) in CH2Cl2 (3 L) under argon was added trifluoroacetic acid (735 mL, 9.53 mol) dropwise with stirring while maintaining the internal temperature at 25° C. by means of an ice bath. After stirring for 3 h at 23° C., the solution was concentrated in vacuo, the residue diluted with CH2Cl2 (1.5 L), then treated with H2O (1 L) and solid Na2CO3 with vigorous stirring ... The solvent is C(Cl)Cl (CH2Cl2). As a reaction SMILES: [C:1]([N:4]1[CH:8](O)[CH2:7][CH:6]([CH2:10][CH3:11])[C:5]1([C:17]([O:19][CH2:20][CH3:21])=[O:18])[C:12]([O:14][CH2:15][CH3:16])=[O:13])(=[O:3])[CH3:2].C([SiH](CC)CC)C.FC(F)(F)C(O)=O>C(Cl)Cl>[C:1]([N:4]1[CH2:8][CH2:7][CH:6]([CH2:10][CH3:11])[C:5]1([C:17]([O:19][CH2:20][CH3:21])=[O:18])[C:12]([O:14][CH2:15][CH3:16])=[O:13])(=[O:3])[CH3:2]. Reactants: CC(C)(C)O, CC(C)(C)[O-], Cc1ccccc1, Cc1cccc(C2CC2)c1O, Cl, [Na+], O, Oc1cc(Cl)nnc1Cl. Yields the product Cc1cccc(C2CC2)c1Oc1nnc(Cl)cc1O. Reaction SMILES: [C:36]([OH:37])([CH3:38])([CH3:39])[CH3:40].[CH3:12][C:13]([CH3:14])([O-:15])[CH3:16].[CH3:28][c:29]1[cH:30][cH:31][cH:32][cH:33][cH:34]1.[CH:1]1([c:4]2[c:5]([OH:11])[c:6]([CH3:10])[cH:7][cH:8][cH:9]2)[CH2:2][CH2:3]1.[ClH:27].[Na+:17].[OH2:35].[OH:18][c:19]1[c:20]([Cl:26])[n:21][n:22][c:23]([Cl:25])[cH:24]1>>[CH:1]1([c:4]2[c:5]([O:11][c:20]3[c:19]([OH:18])[cH:24][c:23]([Cl:25])[n:22][n:21]3)[c:6]([CH3:10])[cH:7][cH:8][cH:9]2)[CH2:2][CH2:3]1. Reactants: CN1CCOCC1 (4-methylmorpholine), BrC1=CC=C(S1)C(=O)O (5-bromothiophene-2-carboxylic acid), [Cl-].C(C)(C)(C)OC(=O)C(C[NH3+])NS(=O)(=O)C1=C(C=C(C=C1C)C)C (2-tert-butoxycarbonyl-2-(2,4,6-trimethyl-benzenesulfonylamino)-ethyl-ammonium chloride), Cl.CN(CCCN=C=NCC)C (1-[3-(dimethylamino)propyl]-3-ethylcarbodiimide hydrochloride), ON1N=NC2=C1C=CC=C2 (1-hydroxybenzotriazole). Solvent: CN(C)C=O (DMF). Conditions: time 16 hour. Product: C(C)(C)(C)OC(C(CNC(=O)C=1SC(=CC1)Br)NS(=O)(=O)C1=C(C=C(C=C1C)C)C)=O (3-[(5-Bromo-thiophene-2-carbonyl)-amino]-2-(2,4,6-trimethylbenzenesulfonyl amino)-propionic acid tert-butyl ester). The yield is 93.8%. Reaction SMILES: CN1CCOCC1.[Br:8][C:9]1[S:13][C:12]([C:14]([OH:16])=O)=[CH:11][CH:10]=1.[Cl-].[C:18]([O:22][C:23]([CH:25]([NH:28][S:29]([C:32]1[C:37]([CH3:38])=[CH:36][C:35]([CH3:39])=[CH:34][C:33]=1[CH3:40])(=[O:31])=[O:30])[CH2:26][NH3+:27])=[O:24])([CH3:21])([CH3:20])[CH3:19].Cl.CN(C)CCCN=C=NCC.ON1C2C=CC=CC=2N=N1>CN(C=O)C>[C:18]([O:22][C:23](=[O:24])[CH:25]([NH:28][S:29]([C:32]1[C:37]([CH3:38])=[CH:36][C:35]([CH3:39])=[CH:34][C:33]=1[CH3:40])(=[O:31])=[O:30])[CH2:26][NH:27][C:14]([C:12]1[S:13][C:9]([Br:8])=[CH:10][CH:11]=1)=[O:16])([CH3:21])([CH3:20])[CH3:19] |f:2.3,4.5|. Reported procedure: 4-methylmorpholine (3.6 mL, 32.7 mmol) was added to a mixture of 5-bromothiophene-2-carboxylic acid (3.6 g; 17.4 mmol), 2-tert-butoxycarbonyl-2-(2,4,6-trimethyl-benzenesulfonylamino)-ethyl-ammonium chloride (6.0 g; 15.85 mmol), 1-[3-(dimethylamino)propyl]-3-ethylcarbodiimide hydrochloride (3.34 g; 17.4 mmol) and 1-hydroxybenzotriazole (2.35 g; 17.4 mmol) in dry DMF (45 mL). The mixture was stirred at room temperature for 16 h. DMF was removed and the crude mixture was dissolved in ethyl acetate ... Reactants: OCC1CCC(CC1)C1(CCC(CC1)CCCCC)C1=C(C(=CC=C1)F)F (4-hydroxymethyl-[4-pentyl-(2,3-difluorophenyl)cyclohexyl]-cyclohexane), N1=CC=CC=C1 (pyridine), S(=O)(Cl)Cl (thionyl chloride). Solvent: C1(=CC=CC=C1)C (toluene), O (water), C1(=CC=CC=C1)C (toluene). Run at temperature 45 celsius, time 1 hour. Yields the product ClCC1CCC(CC1)C1(CCC(CC1)CCCCC)C1=C(C(=CC=C1)F)F (4-chloromethyl-[4-pentyl-(2,3-difluorophenyl)cyclohexyl]-cyclohexane). Reaction SMILES: O[CH2:2][CH:3]1[CH2:8][CH2:7][CH:6]([C:9]2([C:20]3[CH:25]=[CH:24][CH:23]=[C:22]([F:26])[C:21]=3[F:27])[CH2:14][CH2:13][CH:12]([CH2:15][CH2:16][CH2:17][CH2:18][CH3:19])[CH2:11][CH2:10]2)[CH2:5][CH2:4]1.N1C=CC=CC=1.S(Cl)([Cl:36])=O>C1(C)C=CC=CC=1.O>[Cl:36][CH2:2][CH:3]1[CH2:8][CH2:7][CH:6]([C:9]2([C:20]3[CH:25]=[CH:24][CH:23]=[C:22]([F:26])[C:21]=3[F:27])[CH2:14][CH2:13][CH:12]([CH2:15][CH2:16][CH2:17][CH2:18][CH3:19])[CH2:11][CH2:10]2)[CH2:5][CH2:4]1. Reported procedure: The compound (41) (7.4 g), toluene (100 ml) and pyridine (0.5 ml) were put in a reaction vessel under a nitrogen atmosphere, and the mixture was stirred at 45° C. for 1 hour. Then, thionyl chloride (1.7 ml) was added in the temperature range of 45° C. to 55° C., and the mixture was heated under reflux for 2 hours. The reaction mixture was cooled to 25° C., and then poured into water (200 ml) and toluene (200 ml), and mixed. The mixture was then allowed to stand until it had separated into two ph... Reactants: BrC1=CC2=CC=CC=C2C=C1 (2-bromonaphthalene), C(C#C)O (2-propyn-1-ol). Reagents/catalysts: [Cu]I (CuI), Cl[Pd]([P](C1=CC=CC=C1)(C2=CC=CC=C2)C3=CC=CC=C3)([P](C4=CC=CC=C4)(C5=CC=CC=C5)C6=CC=CC=C6)Cl (dichlorobis(triphenylphosphine)palladium). Solvent: C(C)N(CC)CC (triethylamine). Conditions: temperature 50 celsius, time 72 hour. Product: C1=C(C=CC2=CC=CC=C12)C#CCO (3-(2-naphthyl)-2-propyn-1-ol). As a reaction SMILES: Br[C:2]1[CH:11]=[CH:10][C:9]2[C:4](=[CH:5][CH:6]=[CH:7][CH:8]=2)[CH:3]=1.[CH2:12]([OH:15])[C:13]#[CH:14]>C(N(CC)CC)C.[Cu]I.Cl[Pd](Cl)([P](C1C=CC=CC=1)(C1C=CC=CC=1)C1C=CC=CC=1)[P](C1C=CC=CC=1)(C1C=CC=CC=1)C1C=CC=CC=1>[CH:3]1[C:4]2[C:9](=[CH:8][CH:7]=[CH:6][CH:5]=2)[CH:10]=[CH:11][C:2]=1[C:14]#[C:13][CH2:12][OH:15] |^1:27,46|. Procedure details: A mixture of 2-bromonaphthalene (19.83 g), CuI (1.59 g), 2-propyn-1-ol (10 ml) and dichlorobis(triphenylphosphine)palladium (II) (2.00 g) in triethylamine (300 ml) was stirred under argon atmosphere at 50° C. for 72 hours. The catalyst was filtered off and the filtrate was concentrated in vacuo. The residue was extracted with ethyl acetate and the extract was washed with water and brine, dried over Na2SO4and concentrated in vacuo. The residue was chromatographed on silica gel (hexane:ethyl aceta...